Dataset: the Open Reaction Database (ORD), a public repository of structured organic reaction records. Task: describe an organic reaction: reactants, conditions, products, and yield The solvent is CN(C=O)C (dimethylformamide), CN(C=O)C (dimethylformamide). Yield: 95.9%. As a reaction SMILES: [H-].[Na+].[C:3]1([CH:9]2[CH2:17][C:16]3[NH:15][CH:14]=[CH:13][C:12]=3[C:11](=[O:18])[CH2:10]2)[CH:8]=[CH:7][CH:6]=[CH:5][CH:4]=1.Br[CH2:20][CH2:21][CH3:22]>CN(C)C=O>[C:3]1([CH:9]2[CH2:17][C:16]3[N:15]([CH2:20][CH2:21][CH3:22])[CH:14]=[CH:13][C:12]=3[C:11](=[O:18])[CH2:10]2)[CH:8]=[CH:7][CH:6]=[CH:5][CH:4]=1 |f:0.1|. Starting materials: C1(=CC=CC=C1)C1CC(C=2C=CNC2C1)=O (6-phenyl-4,5,6,7-tetrahydroindol-4-one), [H-].[Na+] (sodium hydride), BrCCC (1-bromopropane). Run at time 30 minute. Yields the product C1(=CC=CC=C1)C1CC(C=2C=CN(C2C1)CCC)=O (6-phenyl-1-propyl-4,5,6,7-tetrahydroindol-4-one). Procedure: To a suspension of 60% sodium hydride (0.18 g, washed with hexane thrice) in dimethylformamide (10 ml) was added 6-phenyl-4,5,6,7-tetrahydroindol-4-one (0.8 g), and the mixture was stirred at room temperature for 30 minutes. To the mixture was added a solution of 1-bromopropane (0.51 g) in dimethylformamide (3 ml), and the mixture was stirred at the same temperature for 1 hour. Under reduced pressure, the solvent was evaporated, and the residue was dissolved in ethyl acetate. The solution was wa... The reactants are 2,2-dimethyl-5-[3-[(triphenylmethyl)thio]-propyl]-1,3-dioxane-5-propanoic-4,6, CC1(OC(C(C(O1)=O)CCCSC(C1=CC=CC=C1)(C1=CC=CC=C1)C1=CC=CC=C1)=O)C (2,2-dimethyl-5-[3-[(triphenylmethyl)thio]propyl]-1,3-dioxane-4,6-dione), COC(CCBr)=O (methyl-3-bromopropionate), methanolic solution, C[O-].[Na+] (sodium methoxide). The solvent is CO (methanol), CCCCCC.C(C)OC(C)=O (hexane ethylacetate). Product: COC(CCC1(C(OC(OC1=O)(C)C)=O)CCCSC(C1=CC=CC=C1)(C1=CC=CC=C1)C1=CC=CC=C1)=O (2,2-Dimethyl-4,6-dioxo-5-[3-[(triphenylmethyl)thio]propyl]-1,3-dioxane-5-propanoic acid methylester). Isolated yield 76.9%. As a reaction SMILES: [CH3:1][C:2]1([CH3:33])[O:7][C:6](=[O:8])[CH:5]([CH2:9][CH2:10][CH2:11][S:12][C:13]([C:26]2[CH:31]=[CH:30][CH:29]=[CH:28][CH:27]=2)([C:20]2[CH:25]=[CH:24][CH:23]=[CH:22][CH:21]=2)[C:14]2[CH:19]=[CH:18][CH:17]=[CH:16][CH:15]=2)[C:4](=[O:32])[O:3]1.[CH3:34][O:35][C:36](=[O:40])[CH2:37][CH2:38]Br.C[O-].[Na+]>CO.CCCCCC.C(OC(=O)C)C>[CH3:34][O:35][C:36](=[O:40])[CH2:37][CH2:38][C:5]1([CH2:9][CH2:10][CH2:11][S:12][C:13]([C:26]2[CH:27]=[CH:28][CH:29]=[CH:30][CH:31]=2)([C:14]2[CH:19]=[CH:18][CH:17]=[CH:16][CH:15]=2)[C:20]2[CH:21]=[CH:22][CH:23]=[CH:24][CH:25]=2)[C:6](=[O:8])[O:7][C:2]([CH3:33])([CH3:1])[O:3][C:4]1=[O:32] |f:2.3,5.6|. Reported procedure: 5 mmol of 2,2-dimethyl-5-[3-[(triphenylmethyl)thio]-propyl]-1,3-dioxane-5-propanoic-4,6-dione (I) (2.3 g), was dissolved with 20 mmol methyl-3-bromopropionate (3.34 g=2.18 ml) and 4.6 ml of 4.37 M methanolic solution of sodium methoxide (20 mmol) in 10 ml of methanol. The reaction mixture was heated to 60° C. overnight after which TLC in hexane/ethylacetate 1:1 detected no starting material. The mixture was then evaporated to dryness and mixed with 40 ml of aqueous 10% KHSO4. The organic materia... Starting materials: CO (methanol), C1(=CC=CC=C1)P(C1=CC=CC=C1)C1=CC=CC=C1 (triphenylphosphine), N(=NC(=O)OCC)C(=O)OCC (diethyl azodicarboxylate), CSC=1N=CC2=C(N3CCC[C@H]3CN(C2=O)C=2C=C(C=CC2)C2=NOC(N2)=O)N1 ((S)-3-[3-(9-methylthio-6-oxo-2,3,3a,4-tetrahydro-1H,6H-5,8,10,10b-tetraazabenzo[e]azulen-5-yl)phenyl]-1,2,4-oxadiazol-5(4H)-one). Solvent: C1CCOC1 (THF). Reaction conditions: time 2 hour. Yields the product CN1C(=NOC1=O)C1=CC(=CC=C1)N1C(C2=C(N3CCC[C@H]3C1)N=C(N=C2)SC)=O ((S)-4-methyl-3-[3-(9-methylthio-6-oxo-2,3,3a,4-tetrahydro-1H,6H-5,8,10,10b-tetraazabenzo[e]azulen-5-yl)phenyl]-1,2,4-oxadiazol-5(4H)-one). The yield is 80.9%. RXN SMILES: [CH3:1][S:2][C:3]1[N:4]=[CH:5][C:6]2[C:15](=[O:16])[N:14]([C:17]3[CH:18]=[C:19]([C:23]4[NH:27][C:26](=[O:28])[O:25][N:24]=4)[CH:20]=[CH:21][CH:22]=3)[CH2:13][C@H:12]3[N:8]([CH2:9][CH2:10][CH2:11]3)[C:7]=2[N:29]=1.CO.[C:32]1(P(C2C=CC=CC=2)C2C=CC=CC=2)C=CC=CC=1.N(C(OCC)=O)=NC(OCC)=O>C1COCC1>[CH3:32][N:27]1[C:26](=[O:28])[O:25][N:24]=[C:23]1[C:19]1[CH:20]=[CH:21][CH:22]=[C:17]([N:14]2[CH2:13][C@H:12]3[N:8]([CH2:9][CH2:10][CH2:11]3)[C:7]3[N:29]=[C:3]([S:2][CH3:1])[N:4]=[CH:5][C:6]=3[C:15]2=[O:16])[CH:18]=1. Procedure: (S)-3-[3-(9-Methylthio-6-oxo-2,3,3a,4-tetrahydro-1H,6H-5,8,10,10b-tetraazabenzo[e]azulen-5-yl)phenyl]-1,2,4-oxadiazol-5(4H)-one (150 mg, 0.37 mmol) obtained in Step 1 was suspended in THF (2.0 mL), and the mixture was stirred at room temperature for 2 hours after adding methanol (0.022 mL, 0.55 mmol), triphenylphosphine (144 mg, 0.55 mmol), and diethyl azodicarboxylate (40% toluene solution, 0.25 mL, 0.55 mmol). The residue obtained by concentrating the mixture under reduced pressure was then pu... Starting materials: FC=1C=C2C(=C(NC2=CC1)CCC(=O)O)C (3-(5-fluoro-3-methyl-1H-indol-2-yl)propanoic acid), hydrochloride salt, CC1(C2CNCC12)C=1C=C(C=CC1)NS(=O)(=O)C (N-[3-(6-methyl-3-azabicyclo[3.1.0]hex-6-yl)phenyl]methanesulfonamide), C(O)([O-])=O.[Na+] (sodium hydrogen carbonate), 510398 A2, O.ON1N=NC2=C1C=CC=C2 (1-hydroxybenzotriazole monohydrate), Cl.CN(CCCN=C=NCC)C (1-(3-dimethylaminopropyl)-3-ethylcarbodiimide hydrochloride). Solvent: CN(C=O)C (N,N-dimethylformamide). Run at time 10 minute. Yields the product FC=1C=C2C(=C(NC2=CC1)CCC(=O)N1CC2C(C2C1)(C)C=1C=C(C=CC1)NS(=O)(=O)C)C (N-(3-{3-[3-(5-Fluoro-3-methyl-1H-indol-2-yl)propanoyl]-6-methyl-3-azabicyclo[3.1.0]hex-6-yl}phenyl)methanesulfonamide). RXN SMILES: [F:1][C:2]1[CH:3]=[C:4]2[C:8](=[CH:9][CH:10]=1)[NH:7][C:6]([CH2:11][CH2:12][C:13]([OH:15])=O)=[C:5]2[CH3:16].O.ON1C2C=CC=CC=2N=N1.Cl.CN(C)CCCN=C=NCC.[CH3:40][C:41]1([C:47]2[CH:48]=[C:49]([NH:53][S:54]([CH3:57])(=[O:56])=[O:55])[CH:50]=[CH:51][CH:52]=2)[CH:46]2[CH:42]1[CH2:43][NH:44][CH2:45]2.C(=O)([O-])O.[Na+]>CN(C)C=O>[F:1][C:2]1[CH:3]=[C:4]2[C:8](=[CH:9][CH:10]=1)[NH:7][C:6]([CH2:11][CH2:12][C:13]([N:44]1[CH2:45][CH:46]3[CH:42]([C:41]3([C:47]3[CH:48]=[C:49]([NH:53][S:54]([CH3:57])(=[O:56])=[O:55])[CH:50]=[CH:51][CH:52]=3)[CH3:40])[CH2:43]1)=[O:15])=[C:5]2[CH3:16] |f:1.2,3.4,6.7|. Procedure: To a solution of 3-(5-fluoro-3-methyl-1H-indol-2-yl)propanoic acid (prepared according to the method described in EP 510398 A2, 200 mg, 0.90 mmol) in N,N-dimethylformamide (20 ml) was added 1-hydroxybenzotriazole monohydrate (154 mg, 1.00 mmol) and 1-(3-dimethylaminopropyl)-3-ethylcarbodiimide hydrochloride (262 mg, 1.36 mmol). After stirring at room temperature for 10 min, the mixture was treated with the hydrochloride salt of N-[3-(6-methyl-3-azabicyclo[3.1.0]hex-6-yl)phenyl]methanesulfonamide... The reactants are B, C1CCOC1, CSC, Cc1[nH]c(=O)c2c(ccc3nc(Nc4c(Cl)cccc4Cl)n(C)c32)c1CC(=O)N1CCOCC1, Cl. Yields the product Cc1[nH]c(=O)c2c(ccc3nc(Nc4c(Cl)cccc4Cl)n(C)c32)c1CCN1CCOCC1. RXN SMILES: [BH3:38].[CH2:40]1[O:41][CH2:42][CH2:43][CH2:44]1.[CH3:35][S:36][CH3:37].[Cl:1][c:2]1[c:3]([NH:9][c:10]2[n:11]([CH3:34])[c:12]3[c:13]([cH:14][cH:15][c:16]4[c:17]([CH2:24][C:25](=[O:26])[N:27]5[CH2:28][CH2:29][O:30][CH2:31][CH2:32]5)[c:18]([CH3:23])[nH:19][c:20](=[O:22])[c:21]34)[n:33]2)[c:4]([Cl:8])[cH:5][cH:6][cH:7]1.[ClH:39]>>[Cl:1][c:2]1[c:3]([NH:9][c:10]2[n:11]([CH3:34])[c:12]3[c:13]([cH:14][cH:15][c:16]4[c:17]([CH2:24][CH2:25][N:27]5[CH2:28][CH2:29][O:30][CH2:31][CH2:32]5)[c:18]([CH3:23])[nH:19][c:20](=[O:22])[c:21]34)[n:33]2)[c:4]([Cl:8])[cH:5][cH:6][cH:7]1.